Dataset: the Open Reaction Database (ORD), a public repository of structured organic reaction records. Task: describe an organic reaction: reactants, conditions, products, and yield Starting materials: CCCCOCCCC, CCOC1=NC(F)C(=O)N(C)c2ccc(Cl)cc21, [Li]c1ccccc1. Product: CN1C(=O)C(F)N=C(c2ccccc2)c2cc(Cl)ccc21. RXN SMILES: [CH2:19]([O:20][CH2:21][CH2:22][CH2:23][CH3:24])[CH2:25][CH2:26][CH3:27].[CH3:1][N:2]1[C:3](=[O:18])[CH:4]([F:17])[N:5]=[C:6]([O:14][CH2:15][CH3:16])[c:7]2[c:8]1[cH:9][cH:10][c:11]([Cl:13])[cH:12]2.[c:28]1([Li:34])[cH:29][cH:30][cH:31][cH:32][cH:33]1>>[CH3:1][N:2]1[C:3](=[O:18])[CH:4]([F:17])[N:5]=[C:6]([c:28]2[cH:29][cH:30][cH:31][cH:32][cH:33]2)[c:7]2[c:8]1[cH:9][cH:10][c:11]([Cl:13])[cH:12]2. Starting materials: ClC1=CC(=CC=C1)C(=O)OO (3-chloroperbenzoic acid), FC1=C(C=C(C=C1)F)C(C=1C(=CC(=NC1)C(=O)O)C)SC1=CC=C(C=C1)F (5-[(2,5-difluorophenyl) [(4-fluorophenyl)thio]methyl]-4-meth ylpyridine-2-carboxylic acid), Cl.CN (methylamine hydrochloride), ON1N=NC2=C1C=CC=C2 (1-hydroxybenzotriazole), CN1CCOCC1 (4-methylmorpholine), Cl.C(C)N=C=NCCCN(C)C (1-ethyl-3-(3-dimethylaminopropyl)carbodiimide hydrochloride). Run in C(Cl)Cl (methylene chloride), C(Cl)Cl (methylene chloride). Conditions: time 16 hour. The product is FC1=C(C=C(C=C1)F)C(C=1C(=CC(=NC1)C(=O)NC)C)S(=O)C1=CC=C(C=C1)F (5-[(2,5-Difluorophenyl)[(4-fluorophenyl)sulfinyl]methyl]-N,4-dimethylpyridine-2-carboxamide). The yield is 75.6%. RXN SMILES: [F:1][C:2]1[CH:7]=[CH:6][C:5]([F:8])=[CH:4][C:3]=1[CH:9]([S:20][C:21]1[CH:26]=[CH:25][C:24]([F:27])=[CH:23][CH:22]=1)C1C(C)=CC(C(O)=O)=NC=1.Cl.CN.ON1C2[CH:37]=[CH:38][CH:39]=CC=2N=N1.C[N:42]1[CH2:47][CH2:46][O:45][CH2:44][CH2:43]1.Cl.C(N=C=NCCC[N:57]([CH3:59])C)C.ClC1C=CC=C(C(OO)=[O:68])C=1>C(Cl)Cl>[F:1][C:2]1[CH:7]=[CH:6][C:5]([F:8])=[CH:4][C:3]=1[CH:9]([S:20]([C:21]1[CH:22]=[CH:23][C:24]([F:27])=[CH:25][CH:26]=1)=[O:68])[C:44]1[C:38]([CH3:39])=[CH:37][C:47]([C:46]([NH:57][CH3:59])=[O:45])=[N:42][CH:43]=1 |f:1.2,5.6|. Procedure details: To a solution of 5-[(2,5-difluorophenyl) [(4-fluorophenyl)thio]methyl]-4-meth ylpyridine-2-carboxylic acid (307 mg, 0.79 mmol) in methylene chloride (8 ml), methylamine hydrochloride (108 mg, 1.58 mmol), 1-hydroxybenzotriazole (213 mg, 1.58 mmol), 4-methylmorpholine (0.347 ml, 3.15 mmol), and 1-ethyl-3-(3-dimethylaminopropyl)carbodiimide hydrochloride (302 mg, 1.58 mmol) were added at room temperature. After stirring for 16 hours at room temperature, the reaction mixture was washed with saturate... Reactants: BrBr (Bromine), C1(C(CCCC1)=O)=O (cyclohexane-1,2-dione), ( 1 ). Solvent: C(Cl)(Cl)(Cl)Cl (CCl4). Yields the product BrC1C(C(CCC1)=O)=O (3-bromocyclohexane-1,2-dione). RXN SMILES: [Br:1]Br.[C:3]1(=[O:10])[CH2:8][CH2:7][CH2:6][CH2:5][C:4]1=[O:9]>C(Cl)(Cl)(Cl)Cl>[Br:1][CH:8]1[CH2:7][CH2:6][CH2:5][C:4](=[O:9])[C:3]1=[O:10]. Reported procedure: Step AAE (1): Followed the method of B. Miller and H.-S. Wong Tetrahedron 1972, 28, 2369. Bromine (0.651 mL, 12.6 mmol) in was added dropwise to a solution of cyclohexane-1,2-dione (1.35 g, 12.0 mmol) in CCl4 (30 mL) at 0° C. The reaction mixture was allowed to warm to rt. The resulting solution was concentrated in vacuo to afford 3-bromocyclohexane-1,2-dione. The crude product, which is prone to decomposition, was used for subsequent chemistry without purification or characterization.